Dataset: the Open Reaction Database (ORD), a public repository of structured organic reaction records. Task: describe an organic reaction: reactants, conditions, products, and yield Reactants: CN(C=O)C (dimethyl formamide), [Na] (sodium), C(C)(=O)OCC1=C(N2C(C(C2SC1)N)=O)C(=O)O (3-[(acetyloxy)methyl]-7-amino-8-oxo-5-thia-1-azabicyclo[4.2.0 ]oct-2-ene-2-carboxylic acid), ClCCC(C(=O)[O-])(C)C (chloromethylpivalate). The solvent is C(C)(=O)OCC (ethyl acetate). Conditions: time 3 hour. The product is C(C(C)(C)C)(=O)OCOC(=O)C=1N2C(C(C2SCC1COC(C)=O)N)=O (3-[(acetyloxy)methyl]-7-amino-8-oxo-5-thia-1-azabicyclo[4.2.0]oct-2-ene-2-carboxylic acid pivalyloxymethyl ester). As a reaction SMILES: CN(C)[CH:3]=[O:4].[Na].[C:7]([O:10][CH2:11][C:12]1[CH2:19][S:18][CH:17]2[N:14]([C:15](=[O:21])[CH:16]2[NH2:20])[C:13]=1[C:22]([OH:24])=[O:23])(=[O:9])[CH3:8].ClC[CH2:27][C:28]([CH3:33])([CH3:32])[C:29]([O-])=[O:30]>C(OCC)(=O)C>[C:29]([O:4][CH2:3][O:23][C:22]([C:13]1[N:14]2[CH:17]([S:18][CH2:19][C:12]=1[CH2:11][O:10][C:7](=[O:9])[CH3:8])[CH:16]([NH2:20])[C:15]2=[O:21])=[O:24])(=[O:30])[C:28]([CH3:33])([CH3:32])[CH3:27] |^1:5|. Procedure details: To 35 ml of dimethyl formamide is added 7.5 g of the sodium salt of 3-[(acetyloxy)methyl]-7-amino-8-oxo-5-thia-1-azabicyclo[4.2.0 ]oct-2-ene-2-carboxylic acid, and the solution is stirred at room temperature for about 30 minutes after which 8 ml of chloromethylpivalate is added. Stirring is continued at room temperature for about 3 hours. The mixture is diluted with ethyl acetate and washed with water. The organic layer is separated and evaporated to dryness. The residue is recrystallized from e... Solvent: CO (methanol). Yields the product C(=O)(OC(C)(C)C)C#C (BOC-acetylene). RXN SMILES: [C:1]([O:5][C:6](=[O:33])NC(CC1C=C(F)C=C(F)C=1)C(O)CNC1(C2C=CC=C(C#C)C=2)CC1)([CH3:4])([CH3:3])[CH3:2].Cl.O1CCO[CH2:37][CH2:36]1>CO>[C:6]([C:36]#[CH:37])([O:5][C:1]([CH3:2])([CH3:3])[CH3:4])=[O:33]. Reactants: C(C)(C)(C)OC(NC(C(CNC1(CC1)C1=CC(=CC=C1)C#C)O)CC1=CC(=CC(=C1)F)F)=O ([1-(3,5-difluorobenzyl)-3-[1-(3-ethynylphenyl)cyclopropylamino]-2-hydroxypropyl]-carbamic acid tert-butyl ester), Cl (HCl), O1CCOCC1 (dioxane). Reported procedure: [1-(3,5-difluorobenzyl)-3-[1-(3-ethynylphenyl)cyclopropylamino]-2-hydroxypropyl]-carbamic acid tert-butyl ester (2.34 g, 5.13 mmol) was treated with 4N HCl in dioxane (15.8 mL, 63.3 mmol). The resulting heterogeneous mixture was treated with methanol (10 mL) whereupon it became homogeneous over 30 min. The volatiles were evaporated in vacuo. Dioxane (20 mL) was added and the mixture was evaporated in vacuo to produce a white solid (2.33 g, 106%). Isolated yield 360.0%. Conditions: time 30 minute.